describe an organic reaction: reactants, conditions, products, and yield From a dataset of the Open Reaction Database (ORD), a public repository of structured organic reaction records. The reactants are C(C(=O)C)CC(C)=O (acetonylacetone), C(C1=CC=CC=C1)=O (benzaldehyde), C(C)(=O)C1=CC=CC=C1 (acetophenone). Product: CC(=C)C1=CC=CC=C1 (α-Methylstyrene). As a reaction SMILES: [CH2:1](CC(=O)C)C(C)=O.C(=O)C1C=CC=CC=1.[C:17]([C:20]1[CH:25]=[CH:24][CH:23]=[CH:22][CH:21]=1)(=O)[CH3:18]>>[CH3:18][C:17]([C:20]1[CH:25]=[CH:24][CH:23]=[CH:22][CH:21]=1)=[CH2:1]. Procedure details: Polar substances contained in the recovered main fraction were quantified by gas chromatography (GC-14A, Shimadzu Corp.). The amount of polar substances was taken to be the total amount of acetonylacetone, 3-methyl-2-cyclopetenone, benzaldehyde and acetophenone. The polar substance removal rate was determined based on the following formula 1. Removal rate (%)=Amount of reduction in polar substances (ppm)/Content of polar substances before purification (ppm)×100 Starting materials: ClC1=CC=C(C=C1)C1=NC2=C(N1C(CO)C1CCCCC1)C=C(C(=C2)F)F (2-[2-(4-chloro-phenyl)-5,6-difluoro-benzoimidazol-1-yl]-2-cyclohexyl-ethanol), COC(C1=CC(=C(C(=C1)F)O)Cl)=O (3-chloro-5-fluoro-4-hydroxy-benzoic acid methyl ester), N(=NC(=O)OC(C)(C)C)C(=O)OC(C)(C)C (di-tert-butyl azodicarboxylate). Yields the product COC(C1=CC(=C(C(=C1)F)OCC(C1CCCCC1)N1C(=NC2=C1C=C(C(=C2)F)F)C2=CC=C(C=C2)Cl)Cl)=O (3-Chloro-4-{2-[2-(4-chloro-phenyl)-5,6-difluoro-benzoimidazol-1-yl]-2-cyclohexyl-ethoxy}-5-fluoro-benzoic acid methyl ester). Isolated yield 74.0%. As a reaction SMILES: [Cl:1][C:2]1[CH:7]=[CH:6][C:5]([C:8]2[N:12]([CH:13]([CH:16]3[CH2:21][CH2:20][CH2:19][CH2:18][CH2:17]3)[CH2:14][OH:15])[C:11]3[CH:22]=[C:23]([F:27])[C:24]([F:26])=[CH:25][C:10]=3[N:9]=2)=[CH:4][CH:3]=1.[CH3:28][O:29][C:30](=[O:40])[C:31]1[CH:36]=[C:35]([F:37])[C:34](O)=[C:33]([Cl:39])[CH:32]=1.N(C(OC(C)(C)C)=O)=NC(OC(C)(C)C)=O>>[CH3:28][O:29][C:30](=[O:40])[C:31]1[CH:36]=[C:35]([F:37])[C:34]([O:15][CH2:14][CH:13]([N:12]2[C:11]3[CH:22]=[C:23]([F:27])[C:24]([F:26])=[CH:25][C:10]=3[N:9]=[C:8]2[C:5]2[CH:6]=[CH:7][C:2]([Cl:1])=[CH:3][CH:4]=2)[CH:16]2[CH2:17][CH2:18][CH2:19][CH2:20][CH2:21]2)=[C:33]([Cl:39])[CH:32]=1. Procedure details: The title compound was prepared in analogy to Example 4, intermediate, from 2-[2-(4-chloro-phenyl)-5,6-difluoro-benzoimidazol-1-yl]-2-cyclohexyl-ethanol (Ex. 1, int. c), and 3-chloro-5-fluoro-4-hydroxy-benzoic acid methyl ester (CAS RN 369-15-3) and replacing di-ethyl azodicarboxylate by di-tert-butyl azodicarboxylate. The residue was purified by silica gel chromatography using a MPLC system (CombiFlash Companion, Isco Inc.) eluting with a gradient of n-heptane:ethyl acetate (100:0 to 70:30) to ... The reactants are [H-].[Al+3].[Li+].[H-].[H-].[H-] (lithium aluminum hydride), C(C)(C)(C)OC(=O)N1CCC(CC1)(C(=O)OCC)CC1=NC=CC(=C1)C (ethyl N-tert-butoxycarbonyl-4-(4-methylpyridin-2-ylmethyl)piperidine-4-carboxylate). The solvent is C(C)OCC (diethyl ether), C(C)OCC (diethyl ether). Reaction conditions: temperature 0 celsius, time 30 minute. Yields the product C(C)(C)(C)OC(=O)N1CCC(CC1)(CO)CC1=NC=CC(=C1)C (N-tert-Butoxycarbonyl-4-(4-methylpyridin-2-ylmethyl)-4-hydroxymethylpiperidine). Reaction SMILES: [H-].[Al+3].[Li+].[H-].[H-].[H-].[C:7]([O:11][C:12]([N:14]1[CH2:19][CH2:18][C:17]([CH2:25][C:26]2[CH:31]=[C:30]([CH3:32])[CH:29]=[CH:28][N:27]=2)([C:20](OCC)=[O:21])[CH2:16][CH2:15]1)=[O:13])([CH3:10])([CH3:9])[CH3:8]>C(OCC)C>[C:7]([O:11][C:12]([N:14]1[CH2:19][CH2:18][C:17]([CH2:25][C:26]2[CH:31]=[C:30]([CH3:32])[CH:29]=[CH:28][N:27]=2)([CH2:20][OH:21])[CH2:16][CH2:15]1)=[O:13])([CH3:10])([CH3:9])[CH3:8] |f:0.1.2.3.4.5|. Procedure details: To a slurry of lithium aluminum hydride (280 mg, 7.37 mmol) in anhydrous diethyl ether (30 mL) at 0° C., a solution of ethyl N-tert-butoxycarbonyl-4-(4-methylpyridin-2-ylmethyl)piperidine-4-carboxylate (2.7 g, 7.45 mmol) in diethyl ether (20 mL) was added dropwise with the temperature of the reacting mixture maintained below 10° C. The resulting mixture was stirred at 0° C. for 30 min, and quenched with successive addition of water (0.28 mL), 15% aqueous NaOH (0.28 mL), and water (0.84 mL). The ... The reactants are CC=1C(=C(C=CC1)C1=CC=CC=C1)[N+](=O)[O-] (3-Methyl-2-nitrobiphenyl), hydrated sodium sulphide. Run in C(C)O (ethanol). Yields the product NC1=C(C=CC=C1C)C1=CC=CC=C1 (2-amino-3-methyl-biphenyl). As a reaction SMILES: [CH3:1][C:2]1[C:3]([N+:14]([O-])=O)=[C:4]([C:8]2[CH:13]=[CH:12][CH:11]=[CH:10][CH:9]=2)[CH:5]=[CH:6][CH:7]=1>C(O)C>[NH2:14][C:3]1[C:2]([CH3:1])=[CH:7][CH:6]=[CH:5][C:4]=1[C:8]1[CH:9]=[CH:10][CH:11]=[CH:12][CH:13]=1. Reported procedure: 3-Methyl-2-nitrobiphenyl (1 g) was heated at 90°-95° C. for 28 hours with hydrated sodium sulphide (4.5 g) and ethanol (25 ml) to give 2-amino-3-methyl-biphenyl (m.p. 66°-67° C.) which was recrystallised from hexane and converted into its hydrochloride salt. Reactants: CCc1ccc(CCc2ccccc2OCCC2CCCCN2C(=O)OC(C)(C)C)cc1, Cl, C1COCCO1. The product is Cl, CCc1ccc(CCc2ccccc2OCCC2CCCCN2)cc1. Reaction SMILES: [C:2]([O:3][C:4](=[O:5])[N:9]1[CH:10]([CH2:15][CH2:16][O:17][c:18]2[c:19]([CH2:24][CH2:25][c:26]3[cH:27][cH:28][c:29]([CH2:32][CH3:33])[cH:30][cH:31]3)[cH:20][cH:21][cH:22][cH:23]2)[CH2:11][CH2:12][CH2:13][CH2:14]1)([CH3:6])([CH3:7])[CH3:8].[ClH:1].[O:34]1[CH2:35][CH2:36][O:37][CH2:38][CH2:39]1>>[ClH:1].[NH:9]1[CH:10]([CH2:15][CH2:16][O:17][c:18]2[c:19]([CH2:24][CH2:25][c:26]3[cH:27][cH:28][c:29]([CH2:32][CH3:33])[cH:30][cH:31]3)[cH:20][cH:21][cH:22][cH:23]2)[CH2:11][CH2:12][CH2:13][CH2:14]1. Reactants: C(C=C)(=O)O (acrylic acid), C1(CC1)CN (cyclopropylmethyl amine). The solvent is CS(=O)C (DMSO). The product is C1(CC1)CNCCC(=O)O (N-(cyclopropylmethyl)-3-aminopropionic Acid). Reaction SMILES: [C:1]([OH:5])(=[O:4])[CH:2]=[CH2:3].[CH:6]1([CH2:9][NH2:10])[CH2:8][CH2:7]1>CS(C)=O>[CH:6]1([CH2:9][NH:10][CH2:3][CH2:2][C:1]([OH:5])=[O:4])[CH2:8][CH2:7]1. Procedure: The above resin bound acrylic acid (50 mg) was treated with 300 μmol cyclopropylmethyl amine (21.3 mg) in 300 μL DMSO for 72 hours at 25° C. The excess reagent was filtered off and the resin was washed with 3×1 mL DMSO and 3×1 mL DMF. Starting materials: BrCCCCCC(=O)Cl (6-Bromohexanoyl chloride), S1C2=C(C=C1)C=CC=C2 (benzo[b]thiophene), [Cl-].[Al+3].[Cl-].[Cl-] (aluminum chloride), Ice water, Cl (hydrochloric acid). Solvent: C(Cl)Cl (methylene chloride). Run at time 1.5 hour. The product is BrCCCCCC(=O)C1=CC2=C(S1)C=CC=C2 (6-bromo-1-(2-benzo[b]thienyl)-1-hexanone). Isolated yield 15.4%. Reaction SMILES: [Br:1][CH2:2][CH2:3][CH2:4][CH2:5][CH2:6][C:7](Cl)=[O:8].[S:10]1[CH:14]=[CH:13][C:12]2[CH:15]=[CH:16][CH:17]=[CH:18][C:11]1=2.[Cl-].[Al+3].[Cl-].[Cl-].Cl>C(Cl)Cl>[Br:1][CH2:2][CH2:3][CH2:4][CH2:5][CH2:6][C:7]([C:14]1[S:10][C:11]2[CH:18]=[CH:17][CH:16]=[CH:15][C:12]=2[CH:13]=1)=[O:8] |f:2.3.4.5|. Procedure: 6-Bromohexanoyl chloride (2 g) and benzo[b]thiophene (1.26 g) were dissolved in methylene chloride (20 ml), and aluminum chloride (1.31 g) was added under ice-cooling, which was followed by stirring at room temperature for 1.5 hr. Ice water and conc. hydrochloric acid were added to the reaction mixture, and the mixture was extracted with ethyl acetate. The organic layer was washed with water and brine, dried and the solvent was evaporated under reduced pressure. The obtained residue was purified... The reactants are O=C([O-])O, CC(C)(c1cc(N2CCOCC2)nc(-c2ccc(N)cc2)n1)S(C)(=O)=O, O=C(Cl)Oc1ccccc1, [Na+], C1COCCO1. The product is CC(C)(c1cc(N2CCOCC2)nc(-c2ccc(NC(=O)Oc3ccccc3)cc2)n1)S(C)(=O)=O. Reaction SMILES: [C:27](=[O:28])([OH:29])[O-:30].[CH3:1][C:2]([CH3:3])([S:4](=[O:5])(=[O:6])[CH3:7])[c:8]1[n:9][c:10](-[c:20]2[cH:21][cH:22][c:23]([NH2:26])[cH:24][cH:25]2)[n:11][c:12]([N:14]2[CH2:15][CH2:16][O:17][CH2:18][CH2:19]2)[cH:13]1.[Cl:32][C:33](=[O:34])[O:35][c:36]1[cH:37][cH:38][cH:39][cH:40][cH:41]1.[Na+:31].[O:42]1[CH2:43][CH2:44][O:45][CH2:46][CH2:47]1>>[CH3:1][C:2]([CH3:3])([S:4](=[O:5])(=[O:6])[CH3:7])[c:8]1[n:9][c:10](-[c:20]2[cH:21][cH:22][c:23]([NH:26][C:33](=[O:34])[O:35][c:36]3[cH:37][cH:38][cH:39][cH:40][cH:41]3)[cH:24][cH:25]2)[n:11][c:12]([N:14]2[CH2:15][CH2:16][O:17][CH2:18][CH2:19]2)[cH:13]1.